Dataset: the Open Reaction Database (ORD), a public repository of structured organic reaction records. Task: describe an organic reaction: reactants, conditions, products, and yield Reactants: CCOC(=O)C(=NOC(c1ccccc1)(c1ccccc1)c1ccccc1)c1csc(NC(c2ccccc2)(c2ccccc2)c2ccccc2)n1, CCO, NC(N)=S. Yields the product O=C(O)C(=NOC(c1ccccc1)(c1ccccc1)c1ccccc1)c1csc(NC(c2ccccc2)(c2ccccc2)c2ccccc2)n1. As a reaction SMILES: [CH2:1]([CH3:2])[O:3][C:4]([C:5](=[N:6][O:7][C:8]([c:9]1[cH:10][cH:11][cH:12][cH:13][cH:14]1)([c:15]1[cH:16][cH:17][cH:18][cH:19][cH:20]1)[c:21]1[cH:22][cH:23][cH:24][cH:25][cH:26]1)[c:27]1[n:28][c:29]([NH:32][C:33]([c:34]2[cH:35][cH:36][cH:37][cH:38][cH:39]2)([c:40]2[cH:41][cH:42][cH:43][cH:44][cH:45]2)[c:46]2[cH:47][cH:48][cH:49][cH:50][cH:51]2)[s:30][cH:31]1)=[O:52].[CH3:57][CH2:58][OH:59].[NH2:53][C:54](=[S:55])[NH2:56]>>[O:3]=[C:4]([C:5](=[N:6][O:7][C:8]([c:9]1[cH:10][cH:11][cH:12][cH:13][cH:14]1)([c:15]1[cH:16][cH:17][cH:18][cH:19][cH:20]1)[c:21]1[cH:22][cH:23][cH:24][cH:25][cH:26]1)[c:27]1[n:28][c:29]([NH:32][C:33]([c:34]2[cH:35][cH:36][cH:37][cH:38][cH:39]2)([c:40]2[cH:41][cH:42][cH:43][cH:44][cH:45]2)[c:46]2[cH:47][cH:48][cH:49][cH:50][cH:51]2)[s:30][cH:31]1)[OH:52].